This data is from the Open Reaction Database (ORD), a public repository of structured organic reaction records. The task is: describe an organic reaction: reactants, conditions, products, and yield Reactants: C1(CC1)N (cyclopropylamine), C(C)(C)(C)OC(=O)N1CCC(CC1)C1=CC=C(C=C1)C(C)C(=O)O (4-[4-(1-carboxy-ethyl)-phenyl]-piperidine-1-carboxylic acid tert-butyl ester), CCN(C(C)C)C(C)C (DIPEA), CN(C)C(=[N+](C)C)ON1C2=C(C=CC=C2)N=N1.[B-](F)(F)(F)F (TBTU). Run in CN(C)C=O (DMF), O (water). Reaction conditions: time 15 minute. The product is C(C)(C)(C)OC(=O)N1CCC(CC1)C1=CC=C(C=C1)C(C)C(NC1CC1)=O (4-[4-(1-Cyclopropylcarbamoyl-ethyl)-phenyl]-piperidine-1-carboxylic acid tert-butyl ester). Reaction SMILES: [C:1]([O:5][C:6]([N:8]1[CH2:13][CH2:12][CH:11]([C:14]2[CH:19]=[CH:18][C:17]([CH:20]([C:22](O)=[O:23])[CH3:21])=[CH:16][CH:15]=2)[CH2:10][CH2:9]1)=[O:7])([CH3:4])([CH3:3])[CH3:2].CC[N:27]([CH:31]([CH3:33])[CH3:32])C(C)C.CN(C(ON1N=NC2C=CC=CC1=2)=[N+](C)C)C.[B-](F)(F)(F)F.C1(N)CC1>CN(C=O)C.O>[C:1]([O:5][C:6]([N:8]1[CH2:13][CH2:12][CH:11]([C:14]2[CH:15]=[CH:16][C:17]([CH:20]([C:22](=[O:23])[NH:27][CH:31]3[CH2:33][CH2:32]3)[CH3:21])=[CH:18][CH:19]=2)[CH2:10][CH2:9]1)=[O:7])([CH3:3])([CH3:4])[CH3:2] |f:2.3|. Procedure details: To a mixture of 3.00 g (9.00 mmol) 4-[4-(1-carboxy-ethyl)-phenyl]-piperidine-1-carboxylic acid tert-butyl ester (IX.1) and 3.85 mL (22.5 mmol) DIPEA in 5 mL DMF, 4.33 g (13.5 mmol) TBTU are added. The mixture is stirred for 15 min at rt. After that time, 0.94 mL (13.5 mmol) cyclopropylamine are added and the mixture is stirred for 12 h at rt. After that time, water is added and the mixture is extracted with EtOAc. Reactants: C12CCC(CC1)N2C(C(C)(C)C=2C=C1C(=C(NC1=CC2)C2=CC(=CC(=C2)C)C)[C@@H](CN(S(=O)(=O)C2=C(C=C(C=C2)[N+](=O)[O-])[N+](=O)[O-])CCC2=CC=C(C=C2)N2C=NN=C2)C)=O ((S)-N-{2-[5-[2-(7-azabicyclo[2.2.1]hept-7-yl)-1,1-dimethyl-2-oxo-ethyl]-2-(3,5-dimethylphenyl)-1H-indol-3-yl]propyl}-2,4-dinitro-N-[2-(4-[1,2,4]triazol-4-yl-phenyl)ethyl]benzenesulfonamide), C(CC)N (n-propylamine). The product is C12CCC(CC1)N2C(C(C)(C)C=2C=C1C(=C(NC1=CC2)C2=CC(=CC(=C2)C)C)[C@@H](CNCCC2=CC=C(C=C2)N2C=NN=C2)C)=O ((S)-1-(7-aza-bicyclo[2.2.1]hept-7-yl)-2-(2-(3,5-dimethylphenyl)-3-{1-methyl-2-[2-(4-[1,2,4]triazol-4-yl-phenyl)ethylamino]ethyl}-1H-indol-5-yl)-2-methyl-propan-1-one). Yield: 100.6%. RXN SMILES: [CH:1]12[N:7]([C:8](=[O:61])[C:9]([C:12]3[CH:13]=[C:14]4[C:18](=[CH:19][CH:20]=3)[NH:17][C:16]([C:21]3[CH:26]=[C:25]([CH3:27])[CH:24]=[C:23]([CH3:28])[CH:22]=3)=[C:15]4[C@H:29]([CH3:60])[CH2:30][N:31]([CH2:47][CH2:48][C:49]3[CH:54]=[CH:53][C:52]([N:55]4[CH:59]=[N:58][N:57]=[CH:56]4)=[CH:51][CH:50]=3)S(C3C=CC([N+]([O-])=O)=CC=3[N+]([O-])=O)(=O)=O)([CH3:11])[CH3:10])[CH:4]([CH2:5][CH2:6]1)[CH2:3][CH2:2]2.C(N)CC>>[CH:4]12[N:7]([C:8](=[O:61])[C:9]([C:12]3[CH:13]=[C:14]4[C:18](=[CH:19][CH:20]=3)[NH:17][C:16]([C:21]3[CH:26]=[C:25]([CH3:27])[CH:24]=[C:23]([CH3:28])[CH:22]=3)=[C:15]4[C@H:29]([CH3:60])[CH2:30][NH:31][CH2:47][CH2:48][C:49]3[CH:54]=[CH:53][C:52]([N:55]4[CH:59]=[N:58][N:57]=[CH:56]4)=[CH:51][CH:50]=3)([CH3:11])[CH3:10])[CH:1]([CH2:2][CH2:3]1)[CH2:6][CH2:5]2. Procedure: To a solution of (S)-N-{2-[5-[2-(7-azabicyclo[2.2.1]hept-7-yl)-1,1-dimethyl-2-oxo-ethyl]-2-(3,5-dimethylphenyl)-1H-indol-3-yl]propyl}-2,4-dinitro-N-[2-(4-[1,2,4]triazol-4-yl-phenyl)ethyl]benzenesulfonamide (0.246 g in 5.5 mL dry methylene chloride) was added 0.72 mL of n-propylamine and the mixture stirred at room temperature. After 35 minutes the volatiles were removed in vacuo and the concentrate purified by flash chromatography on silica gel (methylene chloride:methanol, 90:10; then 85:15) to... Starting materials: C(C1=CC=CC=C1)OC(N(CC#N)C1=NN2C(N(C(=C([C@H]2C2=CC=C(C=C2)C#N)C#N)C)C2=CC(=CC=C2)C(F)(F)F)=N1)=O (benzyl{(7R)-6-cyano-7-(4-cyanophenyl)-5-methyl-4-[3-(trifluoromethyl)phenyl]-4,7-dihydro[1,2,4]triazolo[1,5-a]pyrimidin-2-yl}(cyanomethyl)-carbamate). The reagents and catalysts are [Pd] (palladium on activated carbon). Run in CO (methanol). Yields the product C(#N)CNC1=NN2C(N(C(=C([C@H]2C2=CC=C(C=C2)C#N)C#N)C)C2=CC(=CC=C2)C(F)(F)F)=N1 ((7R)-2-[(Cyanomethyl)amino]-7-(4-cyanophenyl)-5-methyl-4-[3-(trifluoromethyl)phenyl]-4,7-dihydro[1,2,4]triazolo[1,5-a]pyrimidine-6-carbonitrile). RXN SMILES: C(OC(=O)[N:10]([C:14]1[N:43]=[C:17]2[N:18]([C:33]3[CH:38]=[CH:37][CH:36]=[C:35]([C:39]([F:42])([F:41])[F:40])[CH:34]=3)[C:19]([CH3:32])=[C:20]([C:30]#[N:31])[C@@H:21]([C:22]3[CH:27]=[CH:26][C:25]([C:28]#[N:29])=[CH:24][CH:23]=3)[N:16]2[N:15]=1)[CH2:11][C:12]#[N:13])C1C=CC=CC=1>CO.[Pd]>[C:12]([CH2:11][NH:10][C:14]1[N:43]=[C:17]2[N:18]([C:33]3[CH:38]=[CH:37][CH:36]=[C:35]([C:39]([F:41])([F:40])[F:42])[CH:34]=3)[C:19]([CH3:32])=[C:20]([C:30]#[N:31])[C@@H:21]([C:22]3[CH:27]=[CH:26][C:25]([C:28]#[N:29])=[CH:24][CH:23]=3)[N:16]2[N:15]=1)#[N:13]. Reported procedure: Under an atmosphere of argon protective gas, benzyl{(7R)-6-cyano-7-(4-cyanophenyl)-5-methyl-4-[3-(trifluoromethyl)phenyl]-4,7-dihydro[1,2,4]triazolo[1,5-a]pyrimidin-2-yl}(cyanomethyl)-carbamate (10.0 mg, 17 μmol) was dissolved in degassed methanol (3 ml). After addition of palladium on activated carbon (10%; 2 mg), the mixture was hydrogenated under a hydrogen atmosphere (˜1 atm) at RT for 0.5 h. The reaction mixture was then filtered, the filtrate was concentrated under reduced pressure and the... Reactants: O=C1C(Cc2c(Cl)cc(OCc3ccccc3)cc2Cl)CCN1C1CCC(O)CC1, CC(C)[Si](Cl)(C(C)C)C(C)C, CN(C)C=O, c1c[nH]cn1. The product is CC(C)[Si](OC1CCC(N2CCC(Cc3c(Cl)cc(OCc4ccccc4)cc3Cl)C2=O)CC1)(C(C)C)C(C)C. RXN SMILES: [CH2:1]([c:2]1[cH:3][cH:4][cH:5][cH:6][cH:7]1)[O:8][c:9]1[cH:10][c:11]([Cl:30])[c:12]([CH2:13][CH:14]2[C:15](=[O:26])[N:16]([CH:19]3[CH2:20][CH2:21][CH:22]([OH:25])[CH2:23][CH2:24]3)[CH2:17][CH2:18]2)[c:27]([Cl:29])[cH:28]1.[CH:36]([CH3:37])([CH3:38])[Si:39]([CH:40]([CH3:41])[CH3:42])([CH:43]([CH3:44])[CH3:45])[Cl:46].[O:47]=[CH:48][N:49]([CH3:50])[CH3:51].[nH:31]1[cH:32][cH:33][n:34][cH:35]1>>[CH2:1]([c:2]1[cH:3][cH:4][cH:5][cH:6][cH:7]1)[O:8][c:9]1[cH:10][c:11]([Cl:30])[c:12]([CH2:13][CH:14]2[C:15](=[O:26])[N:16]([CH:19]3[CH2:20][CH2:21][CH:22]([O:25][Si:39]([CH:36]([CH3:37])[CH3:38])([CH:40]([CH3:41])[CH3:42])[CH:43]([CH3:44])[CH3:45])[CH2:23][CH2:24]3)[CH2:17][CH2:18]2)[c:27]([Cl:29])[cH:28]1. Starting materials: CO, CC12CC=C3c4ccc(OC5CCCCO5)cc4CCC3C1CCC2=C(F)F, O, O=C(O)C(=O)O. Yields the product CC12CC=C3c4ccc(O)cc4CCC3C1CCC2=C(F)F. RXN SMILES: [CH3:35][OH:36].[F:1][C:2](=[C:3]1[C:4]2([CH3:5])[CH:6]([CH2:7][CH2:8]1)[CH:9]1[CH2:10][CH2:11][c:12]3[cH:13][c:14]([O:21][CH:22]4[CH2:23][CH2:24][CH2:25][CH2:26][O:27]4)[cH:15][cH:16][c:17]3[C:18]1=[CH:19][CH2:20]2)[F:28].[OH2:37].[OH:29][C:30]([C:31](=[O:32])[OH:33])=[O:34]>>[F:1][C:2](=[C:3]1[C:4]2([CH3:5])[CH:6]([CH2:7][CH2:8]1)[CH:9]1[CH2:10][CH2:11][c:12]3[cH:13][c:14]([OH:21])[cH:15][cH:16][c:17]3[C:18]1=[CH:19][CH2:20]2)[F:28]. Starting materials: C1=CC=CC2=CC=CC=C12 (naphthalene), O (water), quinone, S(O)(O)(=O)=O (sulfuric acid), ceric sulfate. Product: quinone, C1(C=CC(C2=CC=CC=C12)=O)=O (1,4-naphthoquinone). Reaction SMILES: S(=O)(=O)(O)[OH:2].[CH:6]1[C:15]2[C:10](=[CH:11][CH:12]=[CH:13][CH:14]=2)[CH:9]=[CH:8][CH:7]=1.[OH2:16]>>[C:14]1(=[O:2])[C:15]2[C:10](=[CH:9][CH:8]=[CH:7][CH:6]=2)[C:11](=[O:16])[CH:12]=[CH:13]1. Procedure details: The process for the preparation of the quinone according to the present invention is usually conducted in the following manner. Namely, an aqueous sulfuric acid solution containing a predetermined amount of a ceric salt such as ceric sulfate, is reacted with a solution of the starting material such as naphthalene in the above-mentioned inert organic solvent immiscible with water according to the present invention, for a predetermined period of time under stirring at a predetermined temperature. ... As a reaction SMILES: [Br:20][CH2:21][C:22](=[O:23])[O:24][CH2:25][CH3:26].[CH3:14][C:15]([CH3:16])([O-:17])[CH3:18].[CH3:28][N:29]([CH3:30])[CH:31]=[O:32].[Cl:1][CH:2]1[C:3](=[O:13])[NH:4][c:5]2[c:6]([cH:9][cH:10][cH:11][cH:12]2)[CH2:7][CH2:8]1.[K+:19].[OH2:27]>>[Cl:1][CH:2]1[C:3](=[O:13])[N:4]([CH2:21][C:22](=[O:23])[O:24][CH2:25][CH3:26])[c:5]2[c:6]([cH:9][cH:10][cH:11][cH:12]2)[CH2:7][CH2:8]1. The product is CCOC(=O)CN1C(=O)C(Cl)CCc2ccccc21. Reactants: CCOC(=O)CBr, CC(C)(C)[O-], CN(C)C=O, O=C1Nc2ccccc2CCC1Cl, [K+], O.